describe an organic reaction: reactants, conditions, products, and yield From a dataset of the Open Reaction Database (ORD), a public repository of structured organic reaction records. Starting materials: ClC1=CC=C(C(=O)NC(C(=O)O)CC2C(NC3=CC=CC=C23)=O)C=C1 (2-(4-chlorobenzoylamino)-3-(oxindol-3-yl)propionic acid), C(C#C)Cl (propargyl chloride), [Cl-].[Na+] (sodium chloride), 4-hydrate, [H-].[Na+] (sodium hydride). The solvent is CN(C=O)C (dimethylformamide). Product: ClC1=CC=C(C(=O)NC(C(=O)O)CC2C(N(C3=CC=CC=C23)CC#C)=O)C=C1 (2-(4-chlorobenzoylamino)-3-[1-(2-propynyl)oxindol-3-yl]propionic acid). Procedure details: 479 Milligrams of 2-(4-chlorobenzoylamino)-3-(oxindol-3-yl)propionic acid 1/4-hydrate prepared in Example 3 and 70 mg of 50% sodium hydride (in oil) were admixed in 5 ml of dimethylformamide, and the mixture was stirred at a room temperature for 2 hours. Then 0.17 g of propargyl chloride was added to the reaction mixture and the whole reaction mixture was stirred at a room temperature for 7 hours. The reaction mixture was poured into 13 ml of a saturated sodium chloride aqueous solution, and the... RXN SMILES: [Cl:1][C:2]1[CH:25]=[CH:24][C:5]([C:6]([NH:8][CH:9]([CH2:13][CH:14]2[C:22]3[C:17](=[CH:18][CH:19]=[CH:20][CH:21]=3)[NH:16][C:15]2=[O:23])[C:10]([OH:12])=[O:11])=[O:7])=[CH:4][CH:3]=1.[H-].[Na+].[CH2:28](Cl)[C:29]#[CH:30].[Cl-].[Na+]>CN(C)C=O>[Cl:1][C:2]1[CH:3]=[CH:4][C:5]([C:6]([NH:8][CH:9]([CH2:13][CH:14]2[C:22]3[C:17](=[CH:18][CH:19]=[CH:20][CH:21]=3)[N:16]([CH2:30][C:29]#[CH:28])[C:15]2=[O:23])[C:10]([OH:12])=[O:11])=[O:7])=[CH:24][CH:25]=1 |f:1.2,4.5|. Reaction conditions: time 2 hour.